Dataset: the Open Reaction Database (ORD), a public repository of structured organic reaction records. Task: describe an organic reaction: reactants, conditions, products, and yield Reactants: NCC1=C(C2=C(N=C1)N(C=C2)COCC[Si](C)(C)C)NC2CCCCC2 (5-(Aminomethyl)-N-cyclohexyl-1-{[2-(trimethylsilyl)ethoxy]methyl}-1H-pyrrolo[2,3-b]pyridin-4-amine), C(=O)(N1C=NC=C1)N1C=NC=C1 (1,1′-carbonyldiimidazole). Run in ClCCl (dichloromethane). Yields the product C1(CCCCC1)N1C(NCC2=C1C1=C(N=C2)N(C=C1)COCC[Si](C)(C)C)=O (1-Cyclohexyl-7-{[2-(trimethylsilyl)ethoxy]methyl}-3,4-dihydro-1H-pyrrolo[3′,2′:5,6]pyrido[4,3-d]pyrimidin-2(7H)-one). Isolated yield 68.6%. RXN SMILES: [NH2:1][CH2:2][C:3]1[CH:8]=[N:7][C:6]2[N:9]([CH2:12][O:13][CH2:14][CH2:15][Si:16]([CH3:19])([CH3:18])[CH3:17])[CH:10]=[CH:11][C:5]=2[C:4]=1[NH:20][CH:21]1[CH2:26][CH2:25][CH2:24][CH2:23][CH2:22]1.[C:27](N1C=CN=C1)(N1C=CN=C1)=[O:28]>ClCCl>[CH:21]1([N:20]2[C:4]3[C:5]4[CH:11]=[CH:10][N:9]([CH2:12][O:13][CH2:14][CH2:15][Si:16]([CH3:19])([CH3:17])[CH3:18])[C:6]=4[N:7]=[CH:8][C:3]=3[CH2:2][NH:1][C:27]2=[O:28])[CH2:26][CH2:25][CH2:24][CH2:23][CH2:22]1. Procedure details: 5-(Aminomethyl)-N-cyclohexyl-1-{[2-(trimethylsilyl)ethoxy]methyl}-1H-pyrrolo[2,3-b]pyridin-4-amine (127 mg, 0.339 mmol) in dichloromethane was stirred with 1,1′-carbonyldiimidazole (65.9 mg, 0.407 mmol) at 60° C. for 2 hours. The reaction mixture was concentrated under reduced pressure and, after addition of water, extracted with chloroform. The organic layer was dried over anhydrous magnesium sulfate and concentrated under reduced pressure to give the title compound as a colorless oil (93.2 mg,... Starting materials: Cc1ccc(F)cc1S(=O)(=O)Cl, Nc1cc(Br)cnc1Cl, c1ccncc1. As a reaction SMILES: [F:10][c:11]1[cH:12][cH:13][c:14]([CH3:21])[c:15]([S:17](=[O:18])(=[O:19])[Cl:20])[cH:16]1.[NH2:1][c:2]1[c:3]([Cl:9])[n:4][cH:5][c:6]([Br:8])[cH:7]1.[cH:22]1[cH:23][cH:24][n:25][cH:26][cH:27]1>>[NH:1]([c:2]1[c:3]([Cl:9])[n:4][cH:5][c:6]([Br:8])[cH:7]1)[S:17]([c:15]1[c:14]([CH3:21])[cH:13][cH:12][c:11]([F:10])[cH:16]1)(=[O:18])=[O:19]. Product: Cc1ccc(F)cc1S(=O)(=O)Nc1cc(Br)cnc1Cl.